Dataset: the Open Reaction Database (ORD), a public repository of structured organic reaction records. Task: describe an organic reaction: reactants, conditions, products, and yield The reactants are NC=1C=C(C=CC1)/C=C/CCN1C(C=2C(C1=O)=CC=CC2)=O ((E)-N-[4-(3-aminophenyl)-3-butenyl]phthalimide), CN (methylamine). Solvent: C(C)O (ethanol), C(C)O (ethanol). Conditions: time 3 hour. Product: NC=1C=C(C=CC1)/C=C/CCN ((E)-4-(3-Aminophenyl)-3-buten-1-amine). The yield is 6.4%. Reaction SMILES: [NH2:1][C:2]1[CH:3]=[C:4](/[CH:8]=[CH:9]/[CH2:10][CH2:11][N:12]2C(=O)C3=CC=CC=C3C2=O)[CH:5]=[CH:6][CH:7]=1.CN>C(O)C>[NH2:1][C:2]1[CH:3]=[C:4](/[CH:8]=[CH:9]/[CH2:10][CH2:11][NH2:12])[CH:5]=[CH:6][CH:7]=1. Reported procedure: A mixture of (E)-N-[4-(3-aminophenyl)-3-butenyl]phthalimide (3.50 g, 12.0 mmol) in ethanol (50 mL) was treated with 50 g of a 25% (w/w) solution of methylamine in ethanol. The resulting yellow solution was stirred at room temperature for 3 h and concentrated on a rotary evaporator. The product was vacuum dried at 50° C. for 1 h to give 4.26 g of a viscous, orange-yellow oil. The oil was purified by column chromatography on silica gel (200 g), eluting with methanol-concentrated ammonium hydroxide... Reactants: COC1=CC=C(C=C1)C1=NC=2N(C(=C1)C(F)(F)F)N=CC2C(=O)O (5-(4-methoxy-phenyl)-7-trifluoromethyl-pyrazolo[1,5-a]pyrimidine-3-carboxylic acid), N1(CCOCC1)S(=O)(=O)C=1C=C(C=CC1)N (3-(morpholine-4-sulfonyl)-phenylamine). The product is N1(CCOCC1)S(=O)(=O)C=1C=C(C=CC1)NC(=O)C=1C=NN2C1N=C(C=C2C(F)(F)F)C2=CC=C(C=C2)OC (5-(4-Methoxy-phenyl)-7-trifluoromethyl-pyrazolo[1,5-a]pyrimidine-3-carboxylic acid[3-(morpholine-4-sulfonyl)-phenyl]-amide). RXN SMILES: [CH3:1][O:2][C:3]1[CH:8]=[CH:7][C:6]([C:9]2[CH:14]=[C:13]([C:15]([F:18])([F:17])[F:16])[N:12]3[N:19]=[CH:20][C:21]([C:22]([OH:24])=O)=[C:11]3[N:10]=2)=[CH:5][CH:4]=1.[N:25]1([S:31]([C:34]2[CH:35]=[C:36]([NH2:40])[CH:37]=[CH:38][CH:39]=2)(=[O:33])=[O:32])[CH2:30][CH2:29][O:28][CH2:27][CH2:26]1>>[N:25]1([S:31]([C:34]2[CH:35]=[C:36]([NH:40][C:22]([C:21]3[CH:20]=[N:19][N:12]4[C:13]([C:15]([F:16])([F:17])[F:18])=[CH:14][C:9]([C:6]5[CH:5]=[CH:4][C:3]([O:2][CH3:1])=[CH:8][CH:7]=5)=[N:10][C:11]=34)=[O:24])[CH:37]=[CH:38][CH:39]=2)(=[O:33])=[O:32])[CH2:26][CH2:27][O:28][CH2:29][CH2:30]1. Procedure: The title compound was prepared from 5-(4-methoxy-phenyl)-7-trifluoromethyl-pyrazolo[1,5-a]pyrimidine-3-carboxylic acid [CAS 333761-72-1; commercially available] and 3-(morpholine-4-sulfonyl)-phenylamine [CAS 22184-97-0; commercially available] according to general procedure II. Yellow solid. MS (ISP) 562.4 [(M+H)+]; mp 203° C. As a reaction SMILES: C(O[CH2:7][C:8]1[CH:13]=[CH:12]C=[CH:10][CH:9]=1)(=O)C(C)=C.[C:14]([OH:18])(=O)[CH:15]=[CH2:16].S[CH2:20]CC(OC)=O.N(C(C1CC1)(C)C#N)=NC(C1CC1)(C)C#N.N(C(C)(C)C#N)=NC(C)(C)C#N>>[CH3:10][CH2:9][CH:8]([CH2:13][CH2:12][C:14]([OH:18])([CH2:15][CH3:16])[CH3:20])[CH3:7]. Product: CCC(C)CCC(C)(CC)O (AR-1). Conditions: time 1 hour. Reactants: C(C(=C)C)(=O)OCC1=CC=CC=C1 (benzyl methacrylate), C(C=C)(=O)O (acrylic acid), SCCC(=O)OC (methyl 3-mercaptopropionate), N(=NC(C#N)(C)C1CC1)C(C#N)(C)C1CC1 (2,2'-azobis(2-cyclopropylpropionitrile)), N(=NC(C#N)(C)C)C(C#N)(C)C (2,2'-azobis(isobutyronitrile)), 200, nylon. Procedure: To the solution was dropwise added a mixed solution of 85.0 g of benzyl methacrylate, 15.0 g of acrylic acid, 2.0 g of methyl 3-mercaptopropionate and 1.2 g of 2,2'-azobis(2-cyclopropylpropionitrile) (abbreviated as ACPP) over a period of one hour, followed by stirring for one hour. To the reaction mixture was added 0.8 g of ACPP, followed by reacting for 2 hours. Further, 0.5 g of 2,2'-azobis(isobutyronitrile) (abbreviated as AIBN) was added thereto, the reaction temperature was adjusted to 80°... The reactants are CCO, N#Cc1ccc(C(F)(F)C(F)(F)F)cc1, [K+], [OH-], O. Product: O=C(O)c1ccc(C(F)(F)C(F)(F)F)cc1. Reaction SMILES: [CH3:19][CH2:20][OH:21].[F:1][C:2]([C:3]([F:4])([F:5])[F:6])([c:7]1[cH:8][cH:9][c:10]([C:11]#[N:12])[cH:13][cH:14]1)[F:15].[K+:17].[OH-:16].[OH2:18]>>[F:1][C:2]([C:3]([F:4])([F:5])[F:6])([c:7]1[cH:8][cH:9][c:10]([C:11](=[O:16])[OH:18])[cH:13][cH:14]1)[F:15]. Starting materials: C(#N)C=1C=C(C(=O)O)C=C(C1OC)I (3-cyano-5-iodo-4-methoxybenzoic acid), C1(=CC=CC=C1)C (toluene), S(=O)(Cl)Cl (thionyl chloride). The solvent is CN(C=O)C (N,N-dimethylformamide). Reaction conditions: temperature 60 celsius, time 15 hour. Product: C(#N)C=1C=C(C(=O)Cl)C=C(C1OC)I (3-cyano-5-iodo-4-methoxybenzoyl chloride). Reaction SMILES: [C:1]([C:3]1[CH:4]=[C:5]([CH:9]=[C:10]([I:14])[C:11]=1[O:12][CH3:13])[C:6](O)=[O:7])#[N:2].C1(C)C=CC=CC=1.S(Cl)([Cl:24])=O>CN(C)C=O>[C:1]([C:3]1[CH:4]=[C:5]([CH:9]=[C:10]([I:14])[C:11]=1[O:12][CH3:13])[C:6]([Cl:24])=[O:7])#[N:2]. Procedure details: To 3-cyano-5-iodo-4-methoxybenzoic acid (512 mg), toluene (5 mL), N,N-dimethylformamide (1 droplet) and thionyl chloride (0.15 mL) were added, and the mixture was stirred at 60° C. for 15 hours. The solvent was distilled off under reduced pressure and then azeotroped with toluene to obtain the title compound (527 mg) as a pale yellow solid. Starting materials: CCOCC, CO, Cl, CC(C)(C)OC(=O)N(CCNC(CC(=O)O)Cc1c[nH]c2ccccc12)CCc1ccccc1. Yields the product Cl, O=C(O)CC(Cc1c[nH]c2ccccc12)NCCNCCc1ccccc1. Reaction SMILES: [CH3:35][CH2:36][O:37][CH2:38][CH3:39].[CH3:41][OH:42].[ClH:40].[nH:1]1[cH:2][c:3]([CH2:10][CH:11]([CH2:12][C:13](=[O:14])[OH:15])[NH:16][CH2:17][CH2:18][N:19]([CH2:20][CH2:21][c:22]2[cH:23][cH:24][cH:25][cH:26][cH:27]2)[C:28]([O:29][C:30]([CH3:31])([CH3:32])[CH3:33])=[O:34])[c:4]2[cH:5][cH:6][cH:7][cH:8][c:9]12>>[ClH:40].[nH:1]1[cH:2][c:3]([CH2:10][CH:11]([CH2:12][C:13](=[O:14])[OH:15])[NH:16][CH2:17][CH2:18][NH:19][CH2:20][CH2:21][c:22]2[cH:23][cH:24][cH:25][cH:26][cH:27]2)[c:4]2[cH:5][cH:6][cH:7][cH:8][c:9]12. The reactants are [C-]#N.[K+] (potassium cyanide), C(C)(C)(C)OC(=O)N1C(O[C@H]([C@@H]1C1=CC=C(C=C1)C#C[Si](C)(C)C)C(=O)OC)(C)C (methyl (4S,5R)-3-tert-butoxycarbonyl-2,2-dimethyl-4-(4-trimethylsilylethynylphenyl)-5-oxazolidinecarboxylate). The reagents and catalysts are [N+](=O)([O-])[O-].[Ag+] (silver nitrate). Run in O (water), O (water), C(C)O (ethanol), C(C)O (ethanol). Reaction conditions: temperature 20 celsius, time 18 hour. Product: C(C)(C)(C)OC(=O)N1C(O[C@H]([C@@H]1C1=CC=C(C=C1)C#C)C(=O)OC)(C)C (methyl (4S,5R)-3-tert-butoxycarbonyl-2,2-dimethyl-4-(4-ethynylphenyl)-5-oxazolidinecarboxylate). Yield: 47.2%. As a reaction SMILES: [C:1]([O:5][C:6]([N:8]1[C@@H:12]([C:13]2[CH:18]=[CH:17][C:16]([C:19]#[C:20][Si](C)(C)C)=[CH:15][CH:14]=2)[C@H:11]([C:25]([O:27][CH3:28])=[O:26])[O:10][C:9]1([CH3:30])[CH3:29])=[O:7])([CH3:4])([CH3:3])[CH3:2].[C-]#N.[K+]>C(O)C.O.[N+]([O-])([O-])=O.[Ag+]>[C:1]([O:5][C:6]([N:8]1[C@@H:12]([C:13]2[CH:14]=[CH:15][C:16]([C:19]#[CH:20])=[CH:17][CH:18]=2)[C@H:11]([C:25]([O:27][CH3:28])=[O:26])[O:10][C:9]1([CH3:30])[CH3:29])=[O:7])([CH3:4])([CH3:3])[CH3:2] |f:1.2,5.6|. Reported procedure: To a solution of 1.4 g of methyl (4S,5R)-3-tert-butoxycarbonyl-2,2-dimethyl-4-(4-trimethylsilylethynylphenyl)-5-oxazolidinecarboxylate in 20 cm3 of ethanol is added dropwise, with stirring and at a temperature in the region of 20° C., a solution of 1.7 g of silver nitrate in a mixture of 2 cm3 of distilled water and 1 cm3 of ethanol. The reaction mixture is subsequently stirred for 2 hours at a temperature in the region of 20° C., followed by dropwise addition of a solution of 2.93 g of potassiu...